From a dataset of the Open Reaction Database (ORD), a public repository of structured organic reaction records. describe an organic reaction: reactants, conditions, products, and yield Starting materials: S(=O)(=O)(O)[O-].[K+] (potassium hydrogen sulfate), [H-].[Na+] (sodium hydride), [N+](=O)([O-])C1=C(C=C(C=C1)CN1C(C=2C(C1=O)=CC=CC2)=O)OS(=O)(=O)C(F)(F)F (1-nitro-4-phthalimidomethyl-2-trifluoromethanesulfonyloxybenzene), C(CC(=O)OCC)(=O)OCC (diethyl malonate). Solvent: CN(C)C=O (DMF). Reaction conditions: temperature 40 celsius, time 8 hour. The product is [N+](=O)([O-])C1=C(C=C(C=C1)CN1C(C=2C(C1=O)=CC=CC2)=O)C(C(=O)OCC)C(=O)OCC (Diethyl 2-nitro-5-phthalimidomethylphenylmalonate). Yield: 95.9%. Reaction SMILES: [H-].[Na+].[C:3]([O:11][CH2:12][CH3:13])(=[O:10])[CH2:4][C:5]([O:7][CH2:8][CH3:9])=[O:6].[N+:14]([C:17]1[CH:22]=[CH:21][C:20]([CH2:23][N:24]2[C:28](=[O:29])[C:27]3=[CH:30][CH:31]=[CH:32][CH:33]=[C:26]3[C:25]2=[O:34])=[CH:19][C:18]=1OS(C(F)(F)F)(=O)=O)([O-:16])=[O:15].S([O-])(O)(=O)=O.[K+]>CN(C=O)C>[N+:14]([C:17]1[CH:18]=[CH:19][C:20]([CH2:23][N:24]2[C:28](=[O:29])[C:27]3=[CH:30][CH:31]=[CH:32][CH:33]=[C:26]3[C:25]2=[O:34])=[CH:21][C:22]=1[CH:4]([C:5]([O:7][CH2:8][CH3:9])=[O:6])[C:3]([O:11][CH2:12][CH3:13])=[O:10])([O-:16])=[O:15] |f:0.1,4.5|. Procedure: To a suspension of 60% sodium hydride (5.8 g, 145 mmol) in DMF (150 mL) was added diethyl malonate (26.4 mL, 175 mmol) at room temperature, while the sodium hydride was washed with dry hexane before use. The mixture was heated at 40° C. for 1.5 h, allowed to cool at room temperature and 1-nitro-4-phthalimidomethyl-2-trifluoromethanesulfonyloxybenzene (25 g, 58 mmol) was added. The mixture was stirred overnight at room temperature, poured into 3% potassium hydrogen sulfate, and extracted with a 1... The reactants are Cl (hydrochloric acid), CC=1C=C2C=3C=CC=CC3N(C2=CC1)CCC#N (6-methyl-9-cyanoethylcarbazole), C1(C=2C(C(=O)O1)=CC=CC2)=O (phthalic anhydride), [Cl-].[Al+3].[Cl-].[Cl-] (Aluminum chloride). Solvent: C1=CC=CC=C1 (benzene). Reaction conditions: temperature 0 celsius, time 30 minute. Product: C(=O)(O)C1=C(C(=O)C=2C=CC=3N(C4=CC=C(C=C4C3C2)C)CCC#N)C=CC=C1 (3-(o-carboxybenzoyl)-6-methyl-9-cyanoethylcarbazole). As a reaction SMILES: [CH3:1][C:2]1[CH:3]=[C:4]2[C:12](=[CH:13][CH:14]=1)[N:11]([CH2:15][CH2:16][C:17]#[N:18])[C:10]1[CH:9]=[CH:8][CH:7]=[CH:6][C:5]2=1.[C:19]1(=[O:29])[O:24][C:22](=[O:23])[C:21]2=[CH:25][CH:26]=[CH:27][CH:28]=[C:20]12.[Cl-].[Al+3].[Cl-].[Cl-].Cl>C1C=CC=CC=1>[C:22]([C:21]1[CH:25]=[CH:26][CH:27]=[CH:28][C:20]=1[C:19]([C:7]1[CH:8]=[CH:9][C:10]2[N:11]([CH2:15][CH2:16][C:17]#[N:18])[C:12]3[C:4]([C:5]=2[CH:6]=1)=[CH:3][C:2]([CH3:1])=[CH:14][CH:13]=3)=[O:29])([OH:24])=[O:23] |f:2.3.4.5|. Procedure: A mixture of the compound prepared in step (a) (0.03 mole), phthalic anhydride (0.03 mole) and 50 ml. of benzene were stirred in an ice bath. Aluminum chloride (0.065 mole) was slowly added to the mixture, and after addition, the mixture was stirred for 30 minutes at 0°C. and then warmed to 50°C. and stirred for 3 hours. After cooling, 3N hydrochloric acid was added to decompose the aluminum complex. The yellow solid that formed was filtered and stirred in warm dilute ammonium hydroxide. The hyd... The reactants are C(C)(=O)N1CCC2=CC=CC=C12 (1-acetyl-indoline), BrBr (bromine). Run in C(C)(=O)O (acetic acid). The product is BrC=1C=C2CCNC2=CC1 (5-bromo-indoline). The yield is 85.0%. RXN SMILES: C([N:4]1[C:12]2[C:7](=[CH:8][CH:9]=[CH:10][CH:11]=2)[CH2:6][CH2:5]1)(=O)C.[Br:13]Br>C(O)(=O)C>[Br:13][C:9]1[CH:8]=[C:7]2[C:12](=[CH:11][CH:10]=1)[NH:4][CH2:5][CH2:6]2. Procedure: Gall et al. [J. Org. Chem., Vol. 20 (1955), p. 1538] describes the direct bromination of 1-acetyl-indoline in glacial acetic acid with bromine followed by saponification to obtain 5-bromo-indoline in 85% yield but attempts to repeat the process with chlorine results in only about a 45% yield of 5-chloro-1-acetyl-indoline. The latter result is not surprising in view of references such as Thesing et al. [Chem. Ber., Vol. 95 (1962), p. 2205], German Pat. No. 1,123,668, British Pat. No. 919,864 and ... Starting materials: COCCn1c(-c2ccc(C(C)C)cc2)nc2c(Br)c(Cc3ccccc3S(C)=O)cc(OC)c21, CCOC(C)=O, CC(=O)O, OO. The product is COCCn1c(-c2ccc(C(C)C)cc2)nc2c(Br)c(Cc3ccccc3S(C)(=O)=O)cc(OC)c21. RXN SMILES: [Br:1][c:2]1[c:3]([CH2:26][c:27]2[c:28]([S:33](=[O:34])[CH3:35])[cH:29][cH:30][cH:31][cH:32]2)[cH:4][c:5]([O:24][CH3:25])[c:6]2[n:7]([CH2:20][CH2:21][O:22][CH3:23])[c:8](-[c:11]3[cH:12][cH:13][c:14]([CH:17]([CH3:18])[CH3:19])[cH:15][cH:16]3)[n:9][c:10]12.[CH3:38][CH2:39][O:40][C:41]([CH3:42])=[O:43].[CH3:44][C:45](=[O:46])[OH:47].[OH:36][OH:37]>>[Br:1][c:2]1[c:3]([CH2:26][c:27]2[c:28]([S:33](=[O:34])([CH3:35])=[O:40])[cH:29][cH:30][cH:31][cH:32]2)[cH:4][c:5]([O:24][CH3:25])[c:6]2[n:7]([CH2:20][CH2:21][O:22][CH3:23])[c:8](-[c:11]3[cH:12][cH:13][c:14]([CH:17]([CH3:18])[CH3:19])[cH:15][cH:16]3)[n:9][c:10]12. The reactants are B, C1CCOC1, C1CCOC1, COc1ccccc1SCC(C)C(=O)NC1COc2ccccc2SC1. The product is COc1ccccc1SCC(C)CNC1COc2ccccc2SC1. RXN SMILES: [BH3:27].[CH2:28]1[O:29][CH2:30][CH2:31][CH2:32]1.[CH2:33]1[O:34][CH2:35][CH2:36][CH2:37]1.[O:1]1[CH2:2][CH:3]([NH:12][C:13]([CH:14]([CH2:15][S:16][c:17]2[c:18]([O:23][CH3:24])[cH:19][cH:20][cH:21][cH:22]2)[CH3:25])=[O:26])[CH2:4][S:5][c:6]2[c:7]1[cH:8][cH:9][cH:10][cH:11]2>>[O:1]1[CH2:2][CH:3]([NH:12][CH2:13][CH:14]([CH2:15][S:16][c:17]2[c:18]([O:23][CH3:24])[cH:19][cH:20][cH:21][cH:22]2)[CH3:25])[CH2:4][S:5][c:6]2[c:7]1[cH:8][cH:9][cH:10][cH:11]2. Reactants: C1(CCCCC1)CBr (cyclohexylmethyl bromide), [OH-].[K+] (potassium hydroxide), FCC(C)(C(CN1N=CN=C1)=O)CF (2,2-bisfluoromethyl-4-(1,2,4-triazol-1-yl)-butan-3-one). Solvent: O (water), O (water), CS(=O)C (dimethylsulphoxide). Yields the product FCC(C)(C(C(CC1CCCCC1)N1N=CN=C1)=O)CF (2,2-bis-fluoromethyl-5-cyclohexyl-4-(1,2,4-triazol-1-yl)-pentan-3-one). Yield: 54.9%. RXN SMILES: [OH-].[K+].[F:3][CH2:4][C:5]([CH2:15][F:16])([C:7](=[O:14])[CH2:8][N:9]1[CH:13]=[N:12][CH:11]=[N:10]1)[CH3:6].[CH:17]1([CH2:23]Br)[CH2:22][CH2:21][CH2:20][CH2:19][CH2:18]1>O.CS(C)=O>[F:16][CH2:15][C:5]([CH2:4][F:3])([C:7](=[O:14])[CH:8]([N:9]1[CH:13]=[N:12][CH:11]=[N:10]1)[CH2:23][CH:17]1[CH2:22][CH2:21][CH2:20][CH2:19][CH2:18]1)[CH3:6] |f:0.1|. Reported procedure: A solution of 101.4 g (1.81 mol) of potassium hydroxide in 217.2 ml of water was added to a solution of 369.4 g (1.81 mol) of 2,2-bisfluoromethyl-4-(1,2,4-triazol-1-yl)-butan-3-one in 2 liters of dimethylsulphoxide at room temperature, with stirring. 320.5 g (1.81 mol) of cyclohexylmethyl bromide were added dropwise to this mixture, with stirring, the temperature of the reaction mixture being kept between 20° and 40° C. by cooling. The reaction mixture was stirred at 60° C. for a further 15 hour... Reactants: CON(C(C1=CC(=CC(=C1)S(F)(F)(F)(F)F)NC(C(F)(F)F)=O)=O)C (N-Methoxy-N-methyl-5-pentafluorosulfanyl-3-(2,2,2-trifluoroacetylamino)benzamide), Cl (hydrochloric acid), CON(C(C1=CC(=CC(=C1)S(F)(F)(F)(F)F)NC(C(F)(F)F)=O)=O)C (N-methoxy-N-methyl-5-pentafluorosulfanyl-3-(2,2,2-trifluoroacetylamino)benzamide), C[Si](N[Si](C)(C)C)(C)C.[Li] (lithium hexamethyldisilazane), C[Mg]Br (Methylmagnesium bromide), crude products. The solvent is C1CCOC1 (THF), C(C)(=O)OCC (ethyl acetate), O (water). Conditions: temperature 0 celsius. Yields the product C(C)(=O)C=1C=C(C=C(C1)S(F)(F)(F)(F)F)NC(C(F)(F)F)=O (N-(3-Acetyl-5-pentafluorosulfanylphenyl)-2,2,2-trifluoroacetamide). RXN SMILES: CON(C)[C:4](=[O:24])[C:5]1[CH:10]=[C:9]([S:11]([F:16])([F:15])([F:14])([F:13])[F:12])[CH:8]=[C:7]([NH:17][C:18](=[O:23])[C:19]([F:22])([F:21])[F:20])[CH:6]=1.[CH3:26][Si](C)(C)N[Si](C)(C)C.[Li].C[Mg]Br.Cl>C1COCC1.C(OCC)(=O)C.O>[C:4]([C:5]1[CH:6]=[C:7]([NH:17][C:18](=[O:23])[C:19]([F:20])([F:22])[F:21])[CH:8]=[C:9]([S:11]([F:15])([F:13])([F:14])([F:12])[F:16])[CH:10]=1)(=[O:24])[CH3:26] |f:1.2,^1:34|. Reported procedure: N-Methoxy-N-methyl-5-pentafluorosulfanyl-3-(2,2,2-trifluoroacetylamino)benzamide (20 mg) was dissolved in absolute THF (2 ml) and stirred at RT with lithium hexamethyldisilazane solution (45 μl, 1 M in THF) for 30 min. Methylmagnesium bromide solution (17 μl, 3 M in diethyl ether) was then added dropwise with stirring at 0° C. After stirring at RT for 1 h, 1N hydrochloric acid was added dropwise with cooling, followed by water and ethyl acetate. The organic phase was separated off and the water ... The reactants are Br, CC(C)(C)O, ClCc1ccccc1, CCCN1CCCC(c2cccc(O)c2)C1, CC(C)(C)[O-], [K+], O. Yields the product CCCN1CCCC(c2cccc(OCc3ccccc3)c2)C1, Cl. Reaction SMILES: [BrH:1].[C:33]([OH:34])([CH3:35])([CH3:36])[CH3:37].[CH2:24]([c:25]1[cH:26][cH:27][cH:28][cH:29][cH:30]1)[Cl:31].[CH2:2]([CH2:3][CH3:4])[N:5]1[CH2:6][CH:7]([c:11]2[cH:12][c:13]([OH:17])[cH:14][cH:15][cH:16]2)[CH2:8][CH2:9][CH2:10]1.[CH3:18][C:19]([CH3:20])([O-:21])[CH3:22].[K+:23].[OH2:32]>>[CH2:2]([CH2:3][CH3:4])[N:5]1[CH2:6][CH:7]([c:11]2[cH:12][c:13]([O:17][CH2:24][c:25]3[cH:26][cH:27][cH:28][cH:29][cH:30]3)[cH:14][cH:15][cH:16]2)[CH2:8][CH2:9][CH2:10]1.[ClH:31]. Starting materials: Cc1cc(Br)ccc1N, CCOC=CC(=O)Cl, O, c1ccncc1. The product is CCOC=CC(=O)Nc1ccc(Br)cc1C. As a reaction SMILES: [Br:9][c:10]1[cH:11][c:12]([CH3:17])[c:13]([NH2:14])[cH:15][cH:16]1.[CH2:1]([CH3:2])[O:3][CH:4]=[CH:5][C:6](=[O:7])[Cl:8].[OH2:18].[cH:19]1[cH:20][cH:21][n:22][cH:23][cH:24]1>>[CH2:1]([CH3:2])[O:3][CH:4]=[CH:5][C:6](=[O:7])[NH:14][c:13]1[c:12]([CH3:17])[cH:11][c:10]([Br:9])[cH:16][cH:15]1.